Dataset: the Open Reaction Database (ORD), a public repository of structured organic reaction records. Task: describe an organic reaction: reactants, conditions, products, and yield Yields the product Cl.C(C(C)C)OC(=O)C1=C(C2=C(C[C@@]3(CCN(C[C@H]3C2)CC)C2=CC(=CC=C2)O)N1)C ((±)-trans-2-(i-Butoxycarbonyl)-6-ethyl-8a-(3-hydroxyphenyl)-3-methyl-4,4a,5,6,7,8,8a,9-octahydro-1H-pyrrolo[2,3-g]isoquinoline hydrochloride). RXN SMILES: [ClH:1].[CH2:2]([O:6][C:7]([C:9]1[NH:31][C:12]2[CH2:13][C@@:14]3([C:23]4[CH:28]=[CH:27][CH:26]=[C:25]([O:29]C)[CH:24]=4)[C@H:19]([CH2:20][C:11]=2[C:10]=1[CH3:32])[CH2:18][N:17]([CH2:21][CH3:22])[CH2:16][CH2:15]3)=[O:8])[CH:3]([CH3:5])[CH3:4].B(Br)(Br)Br>>[ClH:1].[CH2:2]([O:6][C:7]([C:9]1[NH:31][C:12]2[CH2:13][C@@:14]3([C:23]4[CH:28]=[CH:27][CH:26]=[C:25]([OH:29])[CH:24]=4)[C@H:19]([CH2:20][C:11]=2[C:10]=1[CH3:32])[CH2:18][N:17]([CH2:21][CH3:22])[CH2:16][CH2:15]3)=[O:8])[CH:3]([CH3:5])[CH3:4] |f:0.1,3.4|. Reactants: Cl.C(C(C)C)OC(=O)C1=C(C2=C(C[C@@]3(CCN(C[C@H]3C2)CC)C2=CC(=CC=C2)OC)N1)C ((±)-trans-2-(i-butoxycarbonyl)-6-ethyl-3-methyl-8a-(3-methoxyphenyl)-4,4a,5,6,7,8,8a,9-octahydro-1H-pyrrolo[2,3-g]isoquinoline hydrochloride), B(Br)(Br)Br (boron tribromide). Reported procedure: 0.56 g of (±)-trans-2-(i-butoxycarbonyl)-6-ethyl-3-methyl-8a-(3-methoxyphenyl)-4,4a,5,6,7,8,8a,9-octahydro-1H-pyrrolo[2,3-g]isoquinoline hydrochloride were treated with 0.68 ml (7.26 mmol) of boron tribromide as described in example 2. The residue was purified by flash chromatography (AcOEt/MeOH/conc. NH4OH 75:25:2.5) and then crystallised from AcOEt yielding 0.1 g of the title compound. M.p.=196°-198° C. The reactants are CCCCc1cn(C)c2ccc(C(=O)O)cc12, ClCCl, CCc1cccc(CNCC(O)C(N)Cc2cc(F)cc(F)c2)c1, C1CCOC1. The product is CCCCc1cn(C)c2ccc(C(=O)NC(Cc3cc(F)cc(F)c3)C(O)CNCc3cccc(CC)c3)cc12. As a reaction SMILES: [CH2:1]([CH2:2][CH2:3][CH3:4])[c:5]1[cH:6][n:7]([CH3:17])[c:8]2[cH:9][cH:10][c:11]([C:14](=[O:15])[OH:16])[cH:12][c:13]12.[CH2:42]([Cl:43])[Cl:44].[NH2:18][CH:19]([CH:20]([CH2:21][NH:22][CH2:23][c:24]1[cH:25][c:26]([CH2:30][CH3:31])[cH:27][cH:28][cH:29]1)[OH:32])[CH2:33][c:34]1[cH:35][c:36]([F:41])[cH:37][c:38]([F:40])[cH:39]1.[O:45]1[CH2:46][CH2:47][CH2:48][CH2:49]1>>[CH2:1]([CH2:2][CH2:3][CH3:4])[c:5]1[cH:6][n:7]([CH3:17])[c:8]2[cH:9][cH:10][c:11]([C:14](=[O:16])[NH:18][CH:19]([CH:20]([CH2:21][NH:22][CH2:23][c:24]3[cH:25][c:26]([CH2:30][CH3:31])[cH:27][cH:28][cH:29]3)[OH:32])[CH2:33][c:34]3[cH:35][c:36]([F:41])[cH:37][c:38]([F:40])[cH:39]3)[cH:12][c:13]12.